From a dataset of the Open Reaction Database (ORD), a public repository of structured organic reaction records. describe an organic reaction: reactants, conditions, products, and yield Reactants: CC1=C(C=C(C=C1)N1CCNCC1)[N+](=O)[O-] (1-(4-methyl-3-nitro-phenyl)-piperazine), BrCCC (1-bromopropane). The product is CC1=C(C=C(C=C1)N1CCN(CC1)CCC)[N+](=O)[O-] (1-(4-Methyl-3-nitro-phenyl)-4-propyl-piperazine). RXN SMILES: [CH3:1][C:2]1[CH:7]=[CH:6][C:5]([N:8]2[CH2:13][CH2:12][NH:11][CH2:10][CH2:9]2)=[CH:4][C:3]=1[N+:14]([O-:16])=[O:15].Br[CH2:18][CH2:19][CH3:20]>>[CH3:1][C:2]1[CH:7]=[CH:6][C:5]([N:8]2[CH2:9][CH2:10][N:11]([CH2:18][CH2:19][CH3:20])[CH2:12][CH2:13]2)=[CH:4][C:3]=1[N+:14]([O-:16])=[O:15]. Procedure: Beginning with 1-(4-methyl-3-nitro-phenyl)-piperazine and 1-bromopropane, the title compound was recovered by the procedure described in Example 2. MS m/z (rel. intensity, 70 eV) 263 (M+, 26), 234 (bp), 191 (19), 70 (84), 56 (40).